Dataset: the Open Reaction Database (ORD), a public repository of structured organic reaction records. Task: describe an organic reaction: reactants, conditions, products, and yield The reactants are C(CCCCCC)N (Heptylamine), FC1=C(C=O)C=CC(=C1)F (2,4-difluorobenzaldehyde), [BH4-] (borohydride), [BH4-] (borohydride), C(C)(=O)O (acetic acid). The solvent is C(Cl)Cl (DCM), CO (MeOH), C(OC)(OC)OC (trimethyl orthoformate). Conditions: time 10 minute. Product: FC1=C(CNCCCCCCC)C=CC(=C1)F (N-(2,4-difluorobenzyl)-N-heptylamine). The yield is 74.0%. Reaction SMILES: [CH2:1]([NH2:8])[CH2:2][CH2:3][CH2:4][CH2:5][CH2:6][CH3:7].[F:9][C:10]1[CH:17]=[C:16]([F:18])[CH:15]=[CH:14][C:11]=1[CH:12]=O.C(O)(=O)C.[BH4-]>CO.C(OC)(OC)OC.C(Cl)Cl>[F:9][C:10]1[CH:17]=[C:16]([F:18])[CH:15]=[CH:14][C:11]=1[CH2:12][NH:8][CH2:1][CH2:2][CH2:3][CH2:4][CH2:5][CH2:6][CH3:7]. Reported procedure: Heptylamine (345.6 mg, 3 mmol) was added into 2,4-difluorobenzaldehyde (440.5 mg, 3.1 mmol) in MeOH (3 ml) and trimethyl orthoformate (2 ml), followed by acetic acid (0.05 ml). The mixture was in microwave oven (Smith Synthesizer) at 150° C. for 10 minutes. DCM (3 ml) was then added and followed borohydride on polymer support (1.2 g, 3 mmol). The mixture was shaken overnight and more of borohydride on polymer support (1.2 g) was added. The mixture was shaken over weekend and then filtered and ev... Reactants: [N+](=O)([O-])C1=CC=C(C=C1)N1C(C=2C(C1=O)=CC=CC2)=O (N-(4-nitrophenyl)phthalimide), [H][H] (hydrogen). The reagents and catalysts are N.O[V](=O)=O (ammonium vanadate), [O-2].[O-2].[Ti+4] (titanium dioxide), [Pd] (palladium). Solvent: O (water). Conditions: temperature 60 celsius. The product is NC1=CC=C(C=C1)N1C(C=2C(C1=O)=CC=CC2)=O (N-(4-aminophenyl)phthalimide). Isolated yield 79.6%. As a reaction SMILES: [N+:1]([C:4]1[CH:9]=[CH:8][C:7]([N:10]2[C:14](=[O:15])[C:13]3=[CH:16][CH:17]=[CH:18][CH:19]=[C:12]3[C:11]2=[O:20])=[CH:6][CH:5]=1)([O-])=O.[H][H]>N.O[V](=O)=O.[O-2].[O-2].[Ti+4].[Pd].O>[NH2:1][C:4]1[CH:5]=[CH:6][C:7]([N:10]2[C:14](=[O:15])[C:13]3=[CH:16][CH:17]=[CH:18][CH:19]=[C:12]3[C:11]2=[O:20])=[CH:8][CH:9]=1 |f:2.3,4.5.6|. Procedure details: 0.002 g of ammonium vanadate and 2 g of titanium dioxide extrudate containing 1% by weight of palladium and having a particle size of 3 mm (from Johnson Matthey) are added to a suspension consisting of 250 ml of water and 13.3 g of N-(4-nitrophenyl)phthalimide. After displacing the air with nitrogen, the latter is replaced by hydrogen at atmospheric pressure and the suspension is stirred at 60° C. At a hydrogen absorption of 40% of theory (after 42 hours), the suspension is transferred to an aut... Starting materials: COC1=CC=C(C=C1)C=1C=2N(C=CC1)N=C(N2)NC=2C=NN(C2)C[C@@H](C)O ((R)-1-(4-(8-(4-methoxyphenyl)-[1,2,4]triazolo[1,5-a]pyridin-2-ylamino)-1H-pyrazol-1-yl)propan-2-ol), O1CCC(CC1)N1N=CC(=C1)N (1-(tetrahydro-2H-pyran-4-yl)-1H-pyrazol-4-amine). Yields the product COC1=CC=C(C=C1)C=1C=2N(C=CC1)N=C(N2)NC=2C=NN(C2)C2CCOCC2 (8-(4-Methoxyphenyl)-N-(1-(tetrahydro-2H-pyran-4-yl)-1H-pyrazol-4-yl)-[1,2,4]triazolo[1,5-a]pyridin-2-amine). RXN SMILES: [CH3:1][O:2][C:3]1[CH:8]=[CH:7][C:6]([C:9]2[C:10]3[N:11]([N:15]=[C:16]([NH:18][C:19]4[CH:20]=[N:21][N:22]([CH2:24][C@H:25](O)[CH3:26])[CH:23]=4)[N:17]=3)[CH:12]=[CH:13][CH:14]=2)=[CH:5][CH:4]=1.[O:28]1CCC(N2C=C(N)C=N2)[CH2:30][CH2:29]1>>[CH3:1][O:2][C:3]1[CH:4]=[CH:5][C:6]([C:9]2[C:10]3[N:11]([N:15]=[C:16]([NH:18][C:19]4[CH:20]=[N:21][N:22]([CH:24]5[CH2:25][CH2:26][O:28][CH2:29][CH2:30]5)[CH:23]=4)[N:17]=3)[CH:12]=[CH:13][CH:14]=2)=[CH:7][CH:8]=1. Procedure: Made by following the procedure described for the preparation of (R)-1-(4-(8-(4-methoxyphenyl)-[1,2,4]triazolo[1,5-a]pyridin-2-ylamino)-1H-pyrazol-1-yl)propan-2-ol with 1-(tetrahydro-2H-pyran-4-yl)-1H-pyrazol-4-amine and making non-critical variations. 1H NMR (400 MHz, DMSO-d6) δ 9.31 (s, 1H), 8.64 (dd, J=6.6, 0.9 Hz, 1H), 8.14 (d, J=8.9 Hz, 2H), 7.87 (s, 1H), 7.73 (m, 1H), 7.50 (s, 1H), 7.08 (d, J=8.9 Hz, 3H), 4.35 (m, 1H), 3.98 (dd, J=13.4, 10.9 Hz, 2H), 3.83 (s, 3H), 3.47 (m, 2H), 1.93 (m, 4H...